The task is: describe an organic reaction: reactants, conditions, products, and yield. This data is from the Open Reaction Database (ORD), a public repository of structured organic reaction records. Isolated yield 97.5%. The reactants are COC=1C(=CC=CC1)C1=C(C=C(C=C1)Cl)C (4′-chloro-2′-methyl-1,1′-biphenyl-2-yl methyl ether), B(Br)(Br)Br (boron tribromide), Intermediate 163. The product is ClC1=CC(=C(C=C1)C=1C(=CC=CC1)O)C (4′-chloro-2′-methyl-1,1′-biphenyl-2-ol). As a reaction SMILES: C[O:2][C:3]1[C:4]([C:9]2[CH:14]=[CH:13][C:12]([Cl:15])=[CH:11][C:10]=2[CH3:16])=[CH:5][CH:6]=[CH:7][CH:8]=1.B(Br)(Br)Br>>[Cl:15][C:12]1[CH:13]=[CH:14][C:9]([C:4]2[C:3]([OH:2])=[CH:8][CH:7]=[CH:6][CH:5]=2)=[C:10]([CH3:16])[CH:11]=1. Procedure: Treatment of 2-bromo-5-chlorotoluene (5.0 g, 24.33 mmol) with 2-methoxybenzeneboronic acid (4.8 g, 31.63 mmol), dichlorobis(tri-o-tolylphosphine)-palladium(II) (0.478 g, 0.608 mmol), and potassium carbonate (8.41 g, 60.83 mmol) generally according to the procedure described for Intermediate 37 provided 5.05 g (89%) of 4′-chloro-2′-methyl-1,1′-biphenyl-2-yl methyl ether. Treatment of 4′-chloro-2′-methyl-1,1′-biphenyl-2-yl methyl ether (5.05 g, 21.48 mmol) with boron tribromide (5.37 g, 1.0 M in d... Reactants: C(C(C)(C)C)(=O)OCC(OC(C(F)(F)F)(C)C)C1=C(C2=CC=CC=C2C=C1C)Cl (2-(1-chloro-3-methylnaphthalen-2-yl)-2-(1,1,1-trifluoro-2-methylpropan-2-yloxy)ethyl pivalate), ClC1=C(C(=CC2=CC=CC=C12)C)C(CO)OC(C(F)F)(C)C (2-(1-chloro-3-methylnaphthalen-2-yl)-2-(1,1-difluoro-2-methylpropan-2-yloxy)ethanol). The product is C(C(C)(C)C)(=O)OCC(OC(C(F)F)(C)C)C1=C(C2=CC=CC=C2C=C1C)Cl (2-(1-chloro-3-methylnaphthalen-2-yl)-2-(1,1-difluoro-2-methylpropan-2-yloxy)ethyl pivalate). Reaction SMILES: [C:1]([O:7][CH2:8][CH:9]([C:18]1[C:27]([CH3:28])=[CH:26][C:25]2[C:20](=[CH:21][CH:22]=[CH:23][CH:24]=2)[C:19]=1[Cl:29])[O:10][C:11]([CH3:17])([CH3:16])[C:12](F)([F:14])[F:13])(=[O:6])[C:2]([CH3:5])([CH3:4])[CH3:3].ClC1C2C(=CC=CC=2)C=C(C)C=1C(OC(C)(C)C(F)F)CO>>[C:1]([O:7][CH2:8][CH:9]([C:18]1[C:27]([CH3:28])=[CH:26][C:25]2[C:20](=[CH:21][CH:22]=[CH:23][CH:24]=2)[C:19]=1[Cl:29])[O:10][C:11]([CH3:17])([CH3:16])[CH:12]([F:14])[F:13])(=[O:6])[C:2]([CH3:5])([CH3:3])[CH3:4]. Reported procedure: Compound 2-(1-chloro-3-methylnaphthalen-2-yl)-2-(1,1-difluoro-2-methylpropan-2-yloxy)ethyl pivalate was prepared following the procedure used to prepare 2-(1-chloro-3-methylnaphthalen-2-yl)-2-(1,1,1-trifluoro-2-methylpropan-2-yloxy)ethyl pivalate of Example 31, except that 2-(1-chloro-3-methylnaphthalen-2-yl)-2-(1,1-difluoro-2-methylpropan-2-yloxy)ethanol was used instead of 2-(1-chloro-3-methylnaphthalen-2-yl)-2-(1,1,1-trifluoro-2-methylpropan-2-yloxy)ethanol. 1H-NMR: 400 MHz, (CDCl3) δ 8.27 (d... Starting materials: [Br-], [K+], Cc1cn2cccc(CO)c2n1. Yields the product Cc1cn2cccc(C=O)c2n1. As a reaction SMILES: [Br-:13].[K+:14].[OH:1][CH2:2][c:3]1[c:4]2[n:5]([cH:6][cH:7][cH:8]1)[cH:9][c:10]([CH3:12])[n:11]2>>[O:1]=[CH:2][c:3]1[c:4]2[n:5]([cH:6][cH:7][cH:8]1)[cH:9][c:10]([CH3:12])[n:11]2. The reactants are BrCCCCOC=1C=CC2=C(SC=C2C2=CC=C(C=C2)F)C1 (6-(4-Bromo-butoxy)-3-(4-fluoro-phenyl)-benzo[b]thiophene), COCCNC (N-(2-methoxyethyl)methylamine). Yields the product FC1=CC=C(C=C1)C=1C2=C(SC1)C=C(C=C2)OCCCCN(C)CCOC ({4-[3-(4-Fluoro-phenyl)-benzo[b]thiophen-6-yloxy]-butyl}-(2-methoxy-ethyl)-methyl-amine). Reaction SMILES: Br[CH2:2][CH2:3][CH2:4][CH2:5][O:6][C:7]1[CH:8]=[CH:9][C:10]2[C:14]([C:15]3[CH:20]=[CH:19][C:18]([F:21])=[CH:17][CH:16]=3)=[CH:13][S:12][C:11]=2[CH:22]=1.[CH3:23][O:24][CH2:25][CH2:26][NH:27][CH3:28]>>[F:21][C:18]1[CH:19]=[CH:20][C:15]([C:14]2[C:10]3[CH:9]=[CH:8][C:7]([O:6][CH2:5][CH2:4][CH2:3][CH2:2][N:27]([CH2:26][CH2:25][O:24][CH3:23])[CH3:28])=[CH:22][C:11]=3[S:12][CH:13]=2)=[CH:16][CH:17]=1. Procedure details: In analogy to example 3.1, 6-(4-Bromo-butoxy)-3-(4-fluoro-phenyl)-benzo[b]thiophene and N-(2-methoxyethyl)methylamine were converted to yield {4-[3-(4-Fluoro-phenyl)-benzo[b]thiophen-6-yloxy]-butyl}-(2-methoxy-ethyl)-methyl-amine as colorless oil, MS: 388 (MH+). Reaction SMILES: [CH2:1]([C:3]1[N:4]([C:9]2[CH:14]=[CH:13][C:12]([C:15](=O)[CH2:16][CH2:17][C:18]([OH:20])=O)=[CH:11][CH:10]=2)[CH:5]=[C:6]([CH3:8])[N:7]=1)[CH3:2].O.[NH2:23][NH2:24]>>[CH2:1]([C:3]1[N:4]([C:9]2[CH:14]=[CH:13][C:12]([C:15]3[CH2:16][CH2:17][C:18](=[O:20])[NH:23][N:24]=3)=[CH:11][CH:10]=2)[CH:5]=[C:6]([CH3:8])[N:7]=1)[CH3:2] |f:1.2|. Procedure: Similarly, reaction of 4-(2-ethyl-4-methyl-1H-imidazol-1-yl)-γ-oxobenzenebutanoic acid with hydrazine hydrate according to the procedure of this Example gives 4,5-dihydro-6-[4-(2-ethyl-4-methyl-1H-imidazol-1-yl)-phenyl]-3(2H)-pyridazinone. The reactants are C(C)C=1N(C=C(N1)C)C1=CC=C(C=C1)C(CCC(=O)O)=O (4-(2-ethyl-4-methyl-1H-imidazol-1-yl)-γ-oxobenzenebutanoic acid), O.NN (hydrazine hydrate). Product: C(C)C=1N(C=C(N1)C)C1=CC=C(C=C1)C=1CCC(NN1)=O (4,5-dihydro-6-[4-(2-ethyl-4-methyl-1H-imidazol-1-yl)-phenyl]-3(2H)-pyridazinone).